The task is: describe an organic reaction: reactants, conditions, products, and yield. This data is from the Open Reaction Database (ORD), a public repository of structured organic reaction records. The reactants are CCCCC(CC)C(=O)[O-], C1CCOC1, Cl, CCN1C(=O)C(N)COc2ccccc21, [Na+], COC1C(=O)OC(C(O)C=CC(C)(C)C)C1O. Product: CCN1C(=O)C(NC(=O)C(OC)C(O)C(O)C(O)C=CC(C)(C)C)COc2ccccc21. RXN SMILES: [CH2:34]([CH:35]([CH2:36][CH2:37][CH2:38][CH3:39])[C:40]([O-:41])=[O:42])[CH3:43].[CH2:45]1[O:46][CH2:47][CH2:48][CH2:49]1.[ClH:18].[NH2:19][CH:20]1[CH2:21][O:22][c:23]2[c:24]([cH:30][cH:31][cH:32][cH:33]2)[N:25]([CH2:28][CH3:29])[C:26]1=[O:27].[Na+:44].[OH:1][CH:2]1[CH:3]([O:16][CH3:17])[C:4](=[O:15])[O:5][CH:6]1[CH:7]([CH:8]=[CH:9][C:10]([CH3:11])([CH3:12])[CH3:13])[OH:14]>>[OH:1][CH:2]([CH:3]([C:4](=[O:15])[NH:19][CH:20]1[CH2:21][O:22][c:23]2[c:24]([cH:30][cH:31][cH:32][cH:33]2)[N:25]([CH2:28][CH3:29])[C:26]1=[O:27])[O:16][CH3:17])[CH:6]([OH:5])[CH:7]([CH:8]=[CH:9][C:10]([CH3:11])([CH3:12])[CH3:13])[OH:14].